From a dataset of the Open Reaction Database (ORD), a public repository of structured organic reaction records. describe an organic reaction: reactants, conditions, products, and yield Starting materials: C(C)I (Ethyliodide), Ag2CO3, BrC1=CC(=NC=C1F)O (4-bromo-5-fluoro-pyridin-2-ol). The solvent is C(Cl)Cl (DCM). The product is BrC1=CC(=NC=C1F)OCC (4-Bromo-2-ethoxy-5-fluoropyridine). Reaction SMILES: [CH2:1](I)[CH3:2].[Br:4][C:5]1[C:10]([F:11])=[CH:9][N:8]=[C:7]([OH:12])[CH:6]=1>C(Cl)Cl>[Br:4][C:5]1[C:10]([F:11])=[CH:9][N:8]=[C:7]([O:12][CH2:1][CH3:2])[CH:6]=1. Procedure: 2.08 mL (26.0 mmol) Ethyliodide and 1.08 g (3.91 mmol) Ag2CO3 are added to a mixture of 500 mg (2.160 mmol) 4-bromo-5-fluoro-pyridin-2-ol in 10 mL DCM. The mixture is stirred at r.t. over night. Then the reaction mixture is quenched by the addition of water and DCM. After filtration the org. layer is separated, dried with Na2SO4 and the solvent is removed in vacuo.